This data is from the Open Reaction Database (ORD), a public repository of structured organic reaction records. The task is: describe an organic reaction: reactants, conditions, products, and yield Starting materials: NC1=C(C=CC(=C1)C(C)C)S(=O)(=O)N (2-amino-4-isopropylbenzenesulfonamide), crude product, C(C)(C)N=C=S (isopropyl isothiocyanate), NC1=C(C=CC(=C1)C(C)C)S(=O)(=O)NC(=S)NC(C)C (N-(2-amino-4-isopropylbenzenesulfonyl)-N′-isopropylthiourea). The product is C(C)(C)C=1C=CC2=C(NC(=NS2(=O)=O)NC(C)C)C1 (6-Isopropyl-3-isopropylamino-4H-1,2,4-benzothiadiazine 1,1-dioxide). Reaction SMILES: NC1C=C(C(C)C)C=CC=1S(N)(=O)=O.C(N=C=S)(C)C.[NH2:21][C:22]1[CH:27]=[C:26]([CH:28]([CH3:30])[CH3:29])[CH:25]=[CH:24][C:23]=1[S:31]([NH:34][C:35]([NH:37][CH:38]([CH3:40])[CH3:39])=S)(=[O:33])=[O:32]>>[CH:28]([C:26]1[CH:25]=[CH:24][C:23]2[S:31](=[O:33])(=[O:32])[N:34]=[C:35]([NH:37][CH:38]([CH3:40])[CH3:39])[NH:21][C:22]=2[CH:27]=1)([CH3:30])[CH3:29]. Procedure: Starting from 2-amino-4-isopropylbenzenesulfonamide and isopropyl isothiocyanate, and following a procedure analogous to the one described in Example 4a, N-(2-amino-4-isopropylbenzenesulfonyl)-N′-isopropylthiourea was prepared. The crude product containing approx. 16% starting material (by 1H-nmr) was used without purification for the next step. Subsequent ring closure with phosgene by a procedure analogous to the one described in Example 4b gave the title compound; m.p. 237-239° C. Reactants: [BH3-]C#N, CCOC1(O[Si](C)(C)C)CC1, CC(=O)O, CO, Clc1ccc(-c2n[nH]c(N3CCNCC3)c2-c2ccncc2)cc1, [Na+]. Yields the product Clc1ccc(-c2[nH]nc(N3CCN(C4CC4)CC3)c2-c2ccncc2)cc1. RXN SMILES: [C:40]([BH3-:41])#[N:42].[CH2:29]([O:30][C:32]1([O:31][Si:35]([CH3:36])([CH3:37])[CH3:38])[CH2:33][CH2:34]1)[CH3:39].[CH3:25][C:26](=[O:27])[OH:28].[CH3:44][OH:45].[Cl:1][c:2]1[cH:3][cH:4][c:5](-[c:8]2[n:9][nH:10][c:11]([N:19]3[CH2:20][CH2:21][NH:22][CH2:23][CH2:24]3)[c:12]2-[c:13]2[cH:14][cH:15][n:16][cH:17][cH:18]2)[cH:6][cH:7]1.[Na+:43]>>[Cl:1][c:2]1[cH:3][cH:4][c:5](-[c:8]2[nH:9][n:10][c:11]([N:19]3[CH2:20][CH2:21][N:22]([CH:32]4[CH2:33][CH2:34]4)[CH2:23][CH2:24]3)[c:12]2-[c:13]2[cH:14][cH:15][n:16][cH:17][cH:18]2)[cH:6][cH:7]1. The reactants are Clc1nc(N2CCOCC2)c2sc(CBr)cc2n1, O=C([O-])[O-], [K+], [K+], O=C1COC2(CCNCC2)CN1, CN(C)C=O. Yields the product O=C1COC2(CCN(Cc3cc4nc(Cl)nc(N5CCOCC5)c4s3)CC2)CN1. RXN SMILES: [Br:1][CH2:2][c:3]1[cH:4][c:5]2[n:6][c:7]([Cl:18])[n:8][c:9]([N:12]3[CH2:13][CH2:14][O:15][CH2:16][CH2:17]3)[c:10]2[s:11]1.[C:31](=[O:32])([O-:33])[O-:34].[K+:35].[K+:36].[O:19]1[CH2:20][C:21](=[O:30])[NH:22][CH2:23][C:24]12[CH2:25][CH2:26][NH:27][CH2:28][CH2:29]2.[O:37]=[CH:38][N:39]([CH3:40])[CH3:41]>>[CH2:2]([c:3]1[cH:4][c:5]2[n:6][c:7]([Cl:18])[n:8][c:9]([N:12]3[CH2:13][CH2:14][O:15][CH2:16][CH2:17]3)[c:10]2[s:11]1)[N:27]1[CH2:26][CH2:25][C:24]2([O:19][CH2:20][C:21](=[O:30])[NH:22][CH2:23]2)[CH2:29][CH2:28]1. Reactants: CC(C)(C)OC(=O)N1CC(O)C(NCc2ccccc2)C1, CCCCO. The product is CC(C)(C)OC(=O)N1CC(N)C(O)C1. Reaction SMILES: [C:1]([CH3:2])([CH3:3])([CH3:4])[O:5][C:6](=[O:7])[N:8]1[CH2:9][CH:10]([NH:14][CH2:15][c:16]2[cH:17][cH:18][cH:19][cH:20][cH:21]2)[CH:11]([OH:13])[CH2:12]1.[CH2:22]([OH:23])[CH2:24][CH2:25][CH3:26]>>[C:1]([CH3:2])([CH3:3])([CH3:4])[O:5][C:6](=[O:7])[N:8]1[CH2:9][CH:10]([NH2:14])[CH:11]([OH:13])[CH2:12]1. The reactants are C(C)(C)(C)C1=CC(=C(C=N1)C=1N([C@]([C@](N1)(C)C1=CC=C(C=C1)Cl)(C)C1=CC=C(C=C1)Cl)C(=O)N1CCC(CC1)CC(=O)O)OCC ({1-[(4S,5R)-2-(6-tert-butyl-4-ethoxy-pyridin-3-yl)-4,5-bis-(4-chloro-phenyl)-4,5-dimethyl-4,5-dihydro-imidazole-1-carbonyl]-piperidin-4-yl}-acetic acid), C(C)(C)C=1C=C(N)C=CC1 (3-isopropylaniline). The product is C(C)(C)(C)C1=CC(=C(C=N1)C=1N([C@]([C@](N1)(C)C1=CC=C(C=C1)Cl)(C)C1=CC=C(C=C1)Cl)C(=O)N1CCC(CC1)CC(=O)NC1=CC(=CC=C1)C(C)C)OCC (2-{1-[(4S,5R)-2-(6-tert-Butyl-4-ethoxy-pyridin-3-yl)-4,5-bis-(4-chloro-phenyl)-4,5-dimethyl-4,5-dihydro-imidazole-1-carbonyl]-piperidin-4-yl}-N-(3-isopropyl-phenyl)-acetamide). RXN SMILES: [C:1]([C:5]1[N:10]=[CH:9][C:8]([C:11]2[N:12]([C:32]([N:34]3[CH2:39][CH2:38][CH:37]([CH2:40][C:41](O)=[O:42])[CH2:36][CH2:35]3)=[O:33])[C@@:13]([C:25]3[CH:30]=[CH:29][C:28]([Cl:31])=[CH:27][CH:26]=3)([CH3:24])[C@@:14]([C:17]3[CH:22]=[CH:21][C:20]([Cl:23])=[CH:19][CH:18]=3)([CH3:16])[N:15]=2)=[C:7]([O:44][CH2:45][CH3:46])[CH:6]=1)([CH3:4])([CH3:3])[CH3:2].[CH:47]([C:50]1[CH:51]=[C:52]([CH:54]=[CH:55][CH:56]=1)[NH2:53])([CH3:49])[CH3:48]>>[C:1]([C:5]1[N:10]=[CH:9][C:8]([C:11]2[N:12]([C:32]([N:34]3[CH2:39][CH2:38][CH:37]([CH2:40][C:41]([NH:53][C:52]4[CH:54]=[CH:55][CH:56]=[C:50]([CH:47]([CH3:49])[CH3:48])[CH:51]=4)=[O:42])[CH2:36][CH2:35]3)=[O:33])[C@@:13]([C:25]3[CH:30]=[CH:29][C:28]([Cl:31])=[CH:27][CH:26]=3)([CH3:24])[C@@:14]([C:17]3[CH:18]=[CH:19][C:20]([Cl:23])=[CH:21][CH:22]=3)([CH3:16])[N:15]=2)=[C:7]([O:44][CH2:45][CH3:46])[CH:6]=1)([CH3:2])([CH3:3])[CH3:4]. Procedure details: In a manner analogous to the method described in example 163, {1-[(4S,5R)-2-(6-tert-butyl-4-ethoxy-pyridin-3-yl)-4,5-bis-(4-chloro-phenyl)-4,5-dimethyl-4,5-dihydro-imidazole-1-carbonyl]-piperidin-4-yl}-acetic acid was reacted with 3-isopropylaniline (Aldrich) to give the title product. LC-MS (ES+) 782 [(M+H)+]. Reactants: C(C)(=O)N(C1(C(C(=C(C2=CC=CC=C12)O)C1=NS(C2=C(N1)C=CC(=C2)N(C(C)=O)S(=O)(=O)C)(=O)=O)=O)CCC(C)C)OCC2=CC=CC=C2 (N-{3-[4-[acetyl(benzyloxy)amino]-1-hydroxy-4-(3-methylbutyl)-3-oxo-3,4-dihydronaphthalen-2-yl]-1,1-dioxido-4H-1,2,4-benzothiadiazin-7-yl}-N-(methylsulfonyl)acetamide). Solvent: CO (methanol), C(=O)(O)[O-].[Na+] (NaHCO3). Yields the product C(C1=CC=CC=C1)ON(C(C)=O)C1(C(C(=C(C2=CC=CC=C12)O)C1=NS(C2=C(N1)C=CC(=C2)NS(=O)(=O)C)(=O)=O)=O)CCC(C)C (N-(benzyloxy)-N-(4-hydroxy-1-(3-methylbutyl)-3-{7-[(methylsulfonyl)amino]-1,1-dioxido-4H-1,2,4-benzothiadiazin-3-yl}-2-oxo-1,2-dihydronaphthalen-1-yl)acetamide). The yield is 78.2%. As a reaction SMILES: [C:1]([N:4]([O:42][CH2:43][C:44]1[CH:49]=[CH:48][CH:47]=[CH:46][CH:45]=1)[C:5]1([CH2:37][CH2:38][CH:39]([CH3:41])[CH3:40])[C:14]2[C:9](=[CH:10][CH:11]=[CH:12][CH:13]=2)[C:8]([OH:15])=[C:7]([C:16]2[NH:21][C:20]3[CH:22]=[CH:23][C:24]([N:26]([S:30]([CH3:33])(=[O:32])=[O:31])C(=O)C)=[CH:25][C:19]=3[S:18](=[O:35])(=[O:34])[N:17]=2)[C:6]1=[O:36])(=[O:3])[CH3:2]>CO.C([O-])(O)=O.[Na+]>[CH2:43]([O:42][N:4]([C:5]1([CH2:37][CH2:38][CH:39]([CH3:41])[CH3:40])[C:14]2[C:9](=[CH:10][CH:11]=[CH:12][CH:13]=2)[C:8]([OH:15])=[C:7]([C:16]2[NH:21][C:20]3[CH:22]=[CH:23][C:24]([NH:26][S:30]([CH3:33])(=[O:32])=[O:31])=[CH:25][C:19]=3[S:18](=[O:34])(=[O:35])[N:17]=2)[C:6]1=[O:36])[C:1](=[O:3])[CH3:2])[C:44]1[CH:45]=[CH:46][CH:47]=[CH:48][CH:49]=1 |f:2.3|. Procedure: A solution of Example 24A (16 mg, 0.023 mmol) in methanol (0.4 mL) and 1N NaHCO3 (0.12 mL) was stirred at 25° C. for 1 h. The solution was concentrated in vacuo. Column chromatography on silica (5% methanol/dichloromethane) afforded the title compound (12 mg, 80%). 1H NMR (300 MHz, DMSO-d6) δ ppm 0.31-0.55 (m, 1H), 0.64 (dd, J=15.07, 6.62 Hz, 6H), 0.93-1.10 (m, 1H), 1.22-1.37 (m, 1H), 2.08 (s, 3H) 2.18-2.42 (m, 2H), 3.04 (s, 3H), 5.16-5.41 (m, 2H), 7.26-7.65 (m, 11H), 8.06 (d, 1H), 10.11 (s, 1H)... The reactants are NC=1C=C(C(=O)N)C=C(C1)C (3-Amino-5-methylbenzamide), COC=1C=C(C=CC1OC)B(O)O (3,4-dimethoxyphenylboronic acid), O.C(C=O)(=O)O (glyoxylic acid monohydrate). Run in C(C)#N (acetonitrile), CN(C)C=O (DMF). Reaction conditions: temperature 100 celsius. Product: C(N)(=O)C=1C=C(C=C(C1)C)NC(C(=O)O)C1=CC(=C(C=C1)OC)OC (2-(3-Carbamoyl-5-methylphenylamino)-2-(3,4-dimethoxyphenyl)acetic acid). The yield is 44.1%. As a reaction SMILES: [NH2:1][C:2]1[CH:3]=[C:4]([CH:8]=[C:9]([CH3:11])[CH:10]=1)[C:5]([NH2:7])=[O:6].[CH3:12][O:13][C:14]1[CH:15]=[C:16](B(O)O)[CH:17]=[CH:18][C:19]=1[O:20][CH3:21].O.[C:26]([OH:30])(=[O:29])[CH:27]=O>C(#N)C.CN(C=O)C>[C:5]([C:4]1[CH:3]=[C:2]([NH:1][CH:27]([C:16]2[CH:17]=[CH:18][C:19]([O:20][CH3:21])=[C:14]([O:13][CH3:12])[CH:15]=2)[C:26]([OH:30])=[O:29])[CH:10]=[C:9]([CH3:11])[CH:8]=1)(=[O:6])[NH2:7] |f:2.3|. Reported procedure: A mixture of 89C (75 mg, 0.5 mmol), 3,4-dimethoxyphenylboronic acid (91 mg, 0.5 mmol) and glyoxylic acid monohydrate (46 mg, 0.5 mmol) in acetonitrile (1.0 mL) and DMF (0.1 mL) was heated at in a microwave reactor at 100° C. for 10 min. The precipitate formed was collected by filtration. The filtrate was concentrated and the residue was triturated with ethyl acetate and ether. This solid was combined with the original precipitate to give 89D (76 mg, 44%) as an orange solid. 1H NMR (400 MHz, CD3O... Starting materials: C1(CC1)C=1N=CN(C1)C1=NCC(N2C(C3=CC=CC(=C3CC2)B2OC(C(O2)(C)C)(C)C)=C1)=O (2-(4-cyclopropyl-1H-imidazol-1-yl)-9-(4,4,5,5-tetramethyl-1,3,2-dioxaborolan-2-yl)-7,8-dihydro-[1,4]diazepino[7,1-a]isoquinolin-5(4H)-one), BrC1=NC=C(N=C1)F (2-bromo-5-fluoropyrazine), aq. solution, C(=O)([O-])[O-].[Na+].[Na+] (Na2CO3). Reagents/catalysts: C=1C=CC(=CC1)[P](C=2C=CC=CC2)(C=3C=CC=CC3)[Pd]([P](C=4C=CC=CC4)(C=5C=CC=CC5)C=6C=CC=CC6)([P](C=7C=CC=CC7)(C=8C=CC=CC8)C=9C=CC=CC9)[P](C=1C=CC=CC1)(C=1C=CC=CC1)C=1C=CC=CC1 (Pd(PPh3)4). Run in COCCOC (DME). Conditions: temperature 90 celsius, time 2 minute. Product: C1(CC1)C=1N=CN(C1)C1=NCC(N2C(C3=CC=CC(=C3CC2)C2=NC=C(N=C2)F)=C1)=O (2-(4-cyclopropyl-1H-imidazol-1-yl)-9-(5-fluoropyrazin-2-yl)-7,8-dihydro-[1,4]diazepino[7,1-a]isoquinolin-5(4H)-one). Yield: 61.1%. RXN SMILES: [CH:1]1([C:4]2[N:5]=[CH:6][N:7]([C:9]3[CH:32]=[C:14]4[C:15]5[C:20]([CH2:21][CH2:22][N:13]4[C:12](=[O:33])[CH2:11][N:10]=3)=[C:19](B3OC(C)(C)C(C)(C)O3)[CH:18]=[CH:17][CH:16]=5)[CH:8]=2)[CH2:3][CH2:2]1.Br[C:35]1[CH:40]=[N:39][C:38]([F:41])=[CH:37][N:36]=1.C([O-])([O-])=O.[Na+].[Na+]>COCCOC.C1C=CC([P]([Pd]([P](C2C=CC=CC=2)(C2C=CC=CC=2)C2C=CC=CC=2)([P](C2C=CC=CC=2)(C2C=CC=CC=2)C2C=CC=CC=2)[P](C2C=CC=CC=2)(C2C=CC=CC=2)C2C=CC=CC=2)(C2C=CC=CC=2)C2C=CC=CC=2)=CC=1>[CH:1]1([C:4]2[N:5]=[CH:6][N:7]([C:9]3[CH:32]=[C:14]4[C:15]5[C:20]([CH2:21][CH2:22][N:13]4[C:12](=[O:33])[CH2:11][N:10]=3)=[C:19]([C:35]3[CH:40]=[N:39][C:38]([F:41])=[CH:37][N:36]=3)[CH:18]=[CH:17][CH:16]=5)[CH:8]=2)[CH2:2][CH2:3]1 |f:2.3.4,^1:57,59,78,97|. Procedure: Example 137. A suspension of 2-(4-cyclopropyl-1H-imidazol-1-yl)-9-(4,4,5,5-tetramethyl-1,3,2-dioxaborolan-2-yl)-7,8-dihydro-[1,4]diazepino[7,1-a]isoquinolin-5(4H)-one (100 mg, 0.225 mmol), 2-bromo-5-fluoropyrazine (90 mg, 0.51 mmol) and Pd(PPh3)4 (39 mg, 0.034 mmol) in DME (2.8 mL) was treated with a 2M aq. solution of Na2CO3 (0.6 mL, 1.12 mmol). The mixture was heated to 90° C. for 2 h, allowed to cool to RT and poured onto H2O. The mixture was extracted with DCM and the combined org. layers we...